Dataset: the Open Reaction Database (ORD), a public repository of structured organic reaction records. Task: describe an organic reaction: reactants, conditions, products, and yield Starting materials: C(C)(=O)Cl (acetyl chloride), NC1=NC=CC(=C1)OC1=C(C=C(C=C1)NC(OC(C)(C)C)=O)F (tert-butyl 4-(2-aminopyridin-4-yloxy)-3-fluorophenylcarbamate), C(C)(=O)Cl (acetyl chloride). Run in CCOC(=O)C (EtOAc), N1=CC=CC=C1 (pyridine). Reaction conditions: time 45 minute. The product is C(C)(=O)NC1=NC=CC(=C1)OC1=C(C=C(C=C1)NC(OC(C)(C)C)=O)F (tert-Butyl 4-(2-acetamidopyridin-4-yloxy)-3-fluorophenylcarbamate). The yield is 67.7%. RXN SMILES: [NH2:1][C:2]1[CH:7]=[C:6]([O:8][C:9]2[CH:14]=[CH:13][C:12]([NH:15][C:16](=[O:22])[O:17][C:18]([CH3:21])([CH3:20])[CH3:19])=[CH:11][C:10]=2[F:23])[CH:5]=[CH:4][N:3]=1.[C:24](Cl)(=[O:26])[CH3:25]>N1C=CC=CC=1.CCOC(C)=O>[C:24]([NH:1][C:2]1[CH:7]=[C:6]([O:8][C:9]2[CH:14]=[CH:13][C:12]([NH:15][C:16](=[O:22])[O:17][C:18]([CH3:19])([CH3:20])[CH3:21])=[CH:11][C:10]=2[F:23])[CH:5]=[CH:4][N:3]=1)(=[O:26])[CH3:25]. Procedure details: A tert-butyl 4-(2-aminopyridin-4-yloxy)-3-fluorophenylcarbamate (150 mg, 0.47 mmol) in anhydrous pyridine (0.5 mL) was cooled to 10° C. and treated with acetyl chloride (33 μL, 0.47 mmol) and the mixture stirred for 45 min. An additional portion of acetyl chloride (16 μL, 0.24 mmol) was added to the reaction and stirring continued for 25 min. The mixture was diluted with EtOAc (20 mL), washed with brine, dried (MgSO4) and concentrated under vacuum to give the title compound (115 mg, 68%). 1H NMR... Starting materials: O=C1NCC2C=CCC(C12)C(=O)OCC (ethyl (1RS,2RS,6RS)-9-oxo-8-azabicyclo[4.3.0]non-4-ene-2-carboxylate), O=C1NCC2C=CCC(C12)C(=O)OCC (ethyl (1RS,2RS,6RS)-9-oxo-8-azabicyclo[4.3.0]non-4-ene-2-carboxylate), [H-].C(C(C)C)[Al+]CC(C)C (di(isobutyl)aluminium hydride), CO (methanol), COC(C)(C)C (tert-butyl methyl ether). Run in O1CCCC1 (tetrahydrofuran), O (water). Product: OCC1C2CNCC2C=CC1 ((1RS,2RS,6RS)-2-Hydroxymethyl-8-azabicyclo-[4.3.0]non-4-ene). RXN SMILES: O=[C:2]1[CH:10]2[CH:5]([CH:6]=[CH:7][CH2:8][CH:9]2[C:11](OCC)=[O:12])[CH2:4][NH:3]1.[H-].C([Al+]CC(C)C)C(C)C.CO.COC(C)(C)C>O1CCCC1.O>[OH:12][CH2:11][CH:9]1[CH2:8][CH:7]=[CH:6][CH:5]2[CH:10]1[CH2:2][NH:3][CH2:4]2 |f:1.2|. Reported procedure: 5.2 g (25 mmol) of ethyl (1RS,2RS,6RS)-9-oxo-8-azabicyclo[4.3.0]non-4-ene-2-carboxylate (product A from Example K.2.) are dissolved in 50 ml of tetrahydrofuran under a nitrogen atmosphere and 130 ml of a 1.5 molar di(isobutyl)aluminium hydride solution (195 mmol) are subsequently added dropwise. The solution is heated under reflux for 16 h. After the reaction is complete, 60 ml of methanol, 30 ml of tert-butyl methyl ether and 10 ml of water are added dropwise successively and filtration with su... Starting materials: S(=O)(=O)(C)O (MsOH), FC=1C=C(C=C(C1)OC)SCC(CC(=O)OC)=O (methyl 4-((3-fluoro-5-methoxyphenyl)sulfanyl)-3-oxobutanoate). Solvent: O (water). Conditions: temperature 0 celsius, time 30 minute. Product: COC(CC1=CSC2=C1C(=CC(=C2)OC)F)=O (Methyl(4-fluoro-6-methoxy-1-benzothiophen-3-yl)acetate). Isolated yield 33.6%. As a reaction SMILES: S(O)(C)(=O)=O.[F:6][C:7]1[CH:8]=[C:9]([S:15][CH2:16][C:17](=O)[CH2:18][C:19]([O:21][CH3:22])=[O:20])[CH:10]=[C:11]([O:13][CH3:14])[CH:12]=1>O>[CH3:22][O:21][C:19](=[O:20])[CH2:18][C:17]1[C:8]2[C:7]([F:6])=[CH:12][C:11]([O:13][CH3:14])=[CH:10][C:9]=2[S:15][CH:16]=1. Procedure: MsOH (13.68 mL) was added dropwise to methyl 4-((3-fluoro-5-methoxyphenyl)sulfanyl)-3-oxobutanoate (2.87 g) at 0° C. The mixture was stirred at 0° C. for 30 min. The mixture was poured into iced water and extracted with EtOAc. The organic layer was separated, washed successively with water, saturated aqueous NaHCO3 and brine, dried over MgSO4 and concentrated in vacuo. The residue was purified by silica gel column chromatography (EtOAc/hexane) to give the title compound (900 mg). Procedure details: (p is about 1.) (C) Photopolymerization Initiators C1-1: 2-(4-methylbenzyl)-2-(dimethylamino)-1-(4-morpholinophenyl)butan-1-one (trade name: Irgacure 379, manufactured by Ciba Specialty Chemicals Co., Ltd.) C2-1: 2,2′-dimethoxy-1,2-diphenylethan-1-one (trade name: Irgacure 651, manufactured by Ciba Specialty Chemicals Co., Ltd.) C2-2: bis(2,4,6-trimethylbenzoyl)phenylphosphine oxide (trade name: Irgacure 819, manufactured by Ciba Specialty Chemicals Co., Ltd.) C2-3: benzophenone C2-4: 4,4′-bis(d... Reactants: ( C ), CC1=C(C(=O)P(C2=CC=CC=C2)(C(C2=C(C=C(C=C2C)C)C)=O)=O)C(=CC(=C1)C)C (bis(2,4,6-trimethylbenzoyl)phenylphosphine oxide), C(C1=CC=CC=C1)(=O)C1=CC=CC=C1 (benzophenone), CC1=CC=C(CC(C(=O)C2=CC=C(C=C2)N2CCOCC2)(CC)N(C)C)C=C1 (2-(4-methylbenzyl)-2-(dimethylamino)-1-(4-morpholinophenyl)butan-1-one), COC(C(=O)C1=CC=CC=C1)C1=C(C=CC=C1)OC (2,2′-dimethoxy-1,2-diphenylethan-1-one), C(C)N(C1=CC=C(C(=O)C2=CC=C(C=C2)N(CC)CC)C=C1)CC (4,4′-bis(diethylamino)benzophenone). Reaction SMILES: CC1C=CC(CC(N(C)C)(CC)C(C2C=CC(N3[CH2:21][CH2:20][O:19][CH2:18][CH2:17]3)=CC=2)=O)=CC=1.CO[CH:31]([C:40]1[CH:45]=CC=C[C:41]=1[O:46][CH3:47])C(C1C=CC=CC=1)=O.CC1C=C(C)C=C(C)C=1[C:51](P(=O)(C(=O)C1C(C)=CC(C)=CC=1C)C1C=CC=CC=1)=[O:52].C(C1C=CC=CC=1)(=[O:85])C1C=CC=CC=1.C(N(CC)C1C=CC(C(C2C=CC(N(CC)CC)=CC=2)=O)=CC=1)C>>[C:41]([O:46][CH2:47][CH2:51][O:52][CH2:21][CH2:20][O:19][CH:18]=[CH2:17])(=[O:85])[C:40]([CH3:31])=[CH2:45]. The product is C(C(=C)C)(=O)OCCOCCOC=C (2-(2′-vinyloxyethoxy)ethyl methacrylate). RXN SMILES: [C:1]([O:2][C:3](=[O:4])[N:8]1[CH:9]2[CH:10]([CH:11]([O:13][c:14]3[cH:15][cH:16][cH:17][cH:18][cH:19]3)[CH2:12]1)[N:20]([C:23]([CH:24]([CH:25]([CH3:26])[CH3:27])[NH:28][C:29]([CH:30]([CH3:31])[N:32]([CH3:33])[C:34](=[O:35])[O:36][CH2:37][c:38]1[cH:39][cH:40][cH:41][cH:42][cH:43]1)=[O:44])=[O:45])[CH2:21][CH2:22]2)([CH3:5])([CH3:6])[CH3:7].[Cl:53][CH2:54][Cl:55].[F:46][C:47]([F:48])([F:49])[C:50]([OH:51])=[O:52]>>[NH:8]1[CH:9]2[CH:10]([CH:11]([O:13][c:14]3[cH:15][cH:16][cH:17][cH:18][cH:19]3)[CH2:12]1)[N:20]([C:23]([CH:24]([CH:25]([CH3:26])[CH3:27])[NH:28][C:29]([CH:30]([CH3:31])[N:32]([CH3:33])[C:34](=[O:35])[O:36][CH2:37][c:38]1[cH:39][cH:40][cH:41][cH:42][cH:43]1)=[O:44])=[O:45])[CH2:21][CH2:22]2. The reactants are CC(C)C(NC(=O)C(C)N(C)C(=O)OCc1ccccc1)C(=O)N1CCC2C1C(Oc1ccccc1)CN2C(=O)OC(C)(C)C, ClCCl, O=C(O)C(F)(F)F. Yields the product CC(C)C(NC(=O)C(C)N(C)C(=O)OCc1ccccc1)C(=O)N1CCC2NCC(Oc3ccccc3)C21. Reactants: O=C1CN(C1)C(=O)OC(C)(C)C (tert-butyl 3-oxoazetidine-1-carboxylate), CNC1CCC1 (N-methylcyclobutanamine), C(C)(=O)O[BH-](OC(C)=O)OC(C)=O.[Na+] (sodium triacetoxyborohydride). Run in C(Cl)Cl (methylene chloride), C(C)(=O)OCC (ethyl acetate). Run at temperature 20 celsius, time 3 hour. Product: C1(CCC1)N(C1CN(C1)C(=O)OC(C)(C)C)C (tert-butyl 3-(cyclobutyl(methyl)amino)azetidine-1-carboxylate). Isolated yield 48.7%. RXN SMILES: O=[C:2]1[CH2:5][N:4]([C:6]([O:8][C:9]([CH3:12])([CH3:11])[CH3:10])=[O:7])[CH2:3]1.[CH3:13][NH:14][CH:15]1[CH2:18][CH2:17][CH2:16]1.C(O[BH-](OC(=O)C)OC(=O)C)(=O)C.[Na+]>C(Cl)Cl.C(OCC)(=O)C>[CH:15]1([N:14]([CH3:13])[CH:2]2[CH2:5][N:4]([C:6]([O:8][C:9]([CH3:12])([CH3:11])[CH3:10])=[O:7])[CH2:3]2)[CH2:18][CH2:17][CH2:16]1 |f:2.3|. Reported procedure: Combined a solution of tert-butyl 3-oxoazetidine-1-carboxylate (500 mg, 2.92 mmol) and N-methylcyclobutanamine (0.373 mL, 3.50 mmol) in methylene chloride (15 mL) and added sodium triacetoxyborohydride (929 mg, 4.38 mmol) and the solution stirred at 20° C. for 3 h. The solution was concentrated in vacuo to give a white solid. The solid was taken up in ethyl acetate (50 mL), washed with saturated sodium bicarbonate (50 mL) and brine, dried with magnesium sulfate, and concentrated in vacuo to give... Run at temperature 50 celsius. Starting materials: C1C(C)O1 (propene oxide), C(C)C1(C(NC(N1)=O)=O)C (5-ethyl-5-methylhydantoin). Product: OC(CN1C(=O)N(C(=O)C1(C)CC)CC(C)O)C (1,3-Di-(β-hydroxy-n-propyl)-5-ethyl-5-methylhydantoin). The reagents and catalysts are [Cl-].[Li+] (lithium chloride), Cl (hydrochloric acid). Yield: 99.7%. Reported procedure: A mixture of 256.3 g of 5-ethyl-5-methylhydantoin (1.805 mols), 675 ml of dimethylformamide and 4.51 g of lithium chloride is stirred at 50° C. 288.0 g of propene oxide (4.96 mols) are slowly added dropwise over the course of 2 hours. Thereafter the temperature is gradually raised to 90° C. over the course of 10 hours. The reaction mixture is brought to pH=7 with 4 drops of 2 N hydrochloric acid, filtered and concentrated on a rotational evaporator at 90° C. bath temperature, under a waterpump v... Run in CN(C=O)C (dimethylformamide). RXN SMILES: [CH2:1]([C:3]1([CH3:10])[NH:7][C:6](=[O:8])[NH:5][C:4]1=[O:9])[CH3:2].[CH2:11]1[O:14][CH:12]1[CH3:13]>Cl.[Cl-].[Li+].CN(C)C=O>[OH:14][CH:12]([CH3:11])[CH2:13][N:7]1[C:3]([CH2:1][CH3:2])([CH3:10])[C:4](=[O:9])[N:5]([CH2:11][CH:12]([OH:14])[CH3:13])[C:6]1=[O:8] |f:3.4|. Starting materials: ClC1=NC(=CC=C1CO)Cl ((2,6-dichloropyridin-3-yl)methanol), N1C=NC=C1 (imidazole), [Si](C)(C)(C(C)(C)C)Cl (t-butyldimethylsilyl chloride), O (water). Run in CN(C)C=O (DMF). Run at time 1 hour. The product is [Si](C)(C)(C(C)(C)C)OCC=1C(=NC(=CC1)Cl)Cl (3-({[tert-butyl(dimethyl)silyl]oxy}methyl)-2,6-dichloropyridine). Yield: 84.1%. As a reaction SMILES: [Cl:1][C:2]1[C:7]([CH2:8][OH:9])=[CH:6][CH:5]=[C:4]([Cl:10])[N:3]=1.N1C=CN=C1.[Si:16](Cl)([C:19]([CH3:22])([CH3:21])[CH3:20])([CH3:18])[CH3:17].O>CN(C=O)C>[Si:16]([O:9][CH2:8][C:7]1[C:2]([Cl:1])=[N:3][C:4]([Cl:10])=[CH:5][CH:6]=1)([C:19]([CH3:22])([CH3:21])[CH3:20])([CH3:18])[CH3:17]. Procedure: To a solution of (2,6-dichloropyridin-3-yl)methanol (from Step A above, 6.3 g) in DMF was added imidazole (3.06 g) and t-butyldimethylsilyl chloride (6.02 g) at 0° C. The mixture was warmed to room temperature and stirred for 1 h before poured into water. The solution was extracted with ethyl acetate. The organic layer was washed with water (5×), brine, dried over MgSO4 and concentrated. The residue was purified by silica gel (hexanes/ethyl acetate) to give the title compound (8.7 g).